Dataset: the Open Reaction Database (ORD), a public repository of structured organic reaction records. Task: describe an organic reaction: reactants, conditions, products, and yield Starting materials: OC1=NC=C(C(=N1)C(=O)OCC)C(=O)OCC (diethyl 2-hydroxypyrimidine-4,5-dicarboxylate), O=P(Cl)(Cl)Cl (POCl3). Yields the product ClC1=NC=C(C(=N1)C(=O)OCC)C(=O)OCC (Diethyl 2-chloropyrimidine-4,5-dicarboxylate). Yield: 30.0%. RXN SMILES: O[C:2]1[N:7]=[C:6]([C:8]([O:10][CH2:11][CH3:12])=[O:9])[C:5]([C:13]([O:15][CH2:16][CH3:17])=[O:14])=[CH:4][N:3]=1.O=P(Cl)(Cl)[Cl:20]>>[Cl:20][C:2]1[N:7]=[C:6]([C:8]([O:10][CH2:11][CH3:12])=[O:9])[C:5]([C:13]([O:15][CH2:16][CH3:17])=[O:14])=[CH:4][N:3]=1. Reported procedure: The title compound was prepared as described in Example 7, but employing a solution of diethyl 2-hydroxypyrimidine-4,5-dicarboxylate (1.0 g, 4.2 mmol) and POCl3 (7.7 g, 50 mmol) resulting in a 30% yield (0.32 g); 1HNMR (CDCl3) δ 9.09 (d, 1H), 4.35 (m, 4H), 1.30 (m, 6H). Starting materials: O=C([O-])[O-], Cc1ccccc1, CCO, COc1cc(I)cc([N+](=O)[O-])c1, [K+], [K+], OB(O)c1ccccc1, c1ccc([PH](c2ccccc2)(c2ccccc2)[Pd-4]([PH](c2ccccc2)(c2ccccc2)c2ccccc2)([PH](c2ccccc2)(c2ccccc2)c2ccccc2)[PH](c2ccccc2)(c2ccccc2)c2ccccc2)cc1. Yields the product COc1cc(-c2ccccc2)cc([N+](=O)[O-])c1. Reaction SMILES: [C:22](=[O:23])([O-:24])[O-:25].[CH3:28][c:29]1[cH:30][cH:31][cH:32][cH:33][cH:34]1.[CH3:35][CH2:36][OH:37].[I:1][c:2]1[cH:3][c:4]([O:11][CH3:12])[cH:5][c:6]([N+:8](=[O:9])[O-:10])[cH:7]1.[K+:26].[K+:27].[OH:13][B:14]([OH:15])[c:16]1[cH:17][cH:18][cH:19][cH:20][cH:21]1.[c:38]1([PH:39]([Pd-4:40]([PH:41]([c:42]2[cH:43][cH:44][cH:45][cH:46][cH:47]2)([c:48]2[cH:49][cH:50][cH:51][cH:52][cH:53]2)[c:54]2[cH:55][cH:56][cH:57][cH:58][cH:59]2)([PH:60]([c:61]2[cH:62][cH:63][cH:64][cH:65][cH:66]2)([c:67]2[cH:68][cH:69][cH:70][cH:71][cH:72]2)[c:73]2[cH:74][cH:75][cH:76][cH:77][cH:78]2)[PH:79]([c:80]2[cH:81][cH:82][cH:83][cH:84][cH:85]2)([c:86]2[cH:87][cH:88][cH:89][cH:90][cH:91]2)[c:92]2[cH:93][cH:94][cH:95][cH:96][cH:97]2)([c:98]2[cH:99][cH:100][cH:101][cH:102][cH:103]2)[c:104]2[cH:105][cH:106][cH:107][cH:108][cH:109]2)[cH:110][cH:111][cH:112][cH:113][cH:114]1>>[c:2]1(-[c:16]2[cH:17][cH:18][cH:19][cH:20][cH:21]2)[cH:3][c:4]([O:11][CH3:12])[cH:5][c:6]([N+:8](=[O:9])[O-:10])[cH:7]1.